Dataset: the Open Reaction Database (ORD), a public repository of structured organic reaction records. Task: describe an organic reaction: reactants, conditions, products, and yield Reactants: ClC1=CC=C(C(=O)C(C(=O)O)C)C=C1 (p-chlorobenzoylpropionic acid), [N+](=O)(O)[O-] (nitric acid), solid. Run at temperature 0 celsius, time 30 minute. The product is ClC1=C(C=C(C(=O)C(C(=O)O)C)C=C1)[N+](=O)[O-] (4-chloro-3-nitrobenzoylpropionic acid). Reaction SMILES: [Cl:1][C:2]1[CH:14]=[CH:13][C:5]([C:6]([CH:8]([CH3:12])[C:9]([OH:11])=[O:10])=[O:7])=[CH:4][CH:3]=1.[N+:15]([O-])([OH:17])=[O:16]>>[Cl:1][C:2]1[CH:3]=[CH:4][C:5]([C:6]([CH:8]([CH3:12])[C:9]([OH:11])=[O:10])=[O:7])=[CH:13][C:14]=1[N+:15]([O-:17])=[O:16]. Procedure: To fuming nitric acid (150 ml) was added p-chlorobenzoylpropionic acid (20.0 g), slowly portionwise at 0° C. After the addition was completed the resulting mixture was stirred at 0° C. for 30 minutes and the resulting white solid was suction filtered and washed with water until the pH of the washing liquids was neutral, then dried to yield 3-(4-chloro-3-nitrobenzoyl)propionic add as a white solid (13.0 g). Starting materials: C(C1=CC=CC=C1)(=O)C=1C(=NC=CC1)C(C1=CC=CC=C1)=O (dibenzoylpyridine), C1(=CC=CC2=CC=CC=C12)N (1-naphthylamine). Procedure: TiCl4 (0.4 ml, 3.5 mmol) in toluene (20 ml) was added to a mixture of dibenzoylpyridine (0.91 g, 3.2 mmol) and 1-naphthylamine (2.90 g, 17 mmol) in toluene (50 ml) at 0° C. After the addition was complete, the reaction was stirred at room temperature for 1 hour and then under refluxed for 3 hours. The solid was filtered and washed with toluene. The solvent was removed under vacuum. The ligand was isolated after the column chromatography (hexane/ethyl acetate=5/1) to produce a yield of 0.65 g. RXN SMILES: [C:1]([C:9]1[C:10](C(=O)C2C=CC=CC=2)=[N:11][CH:12]=[CH:13][CH:14]=1)(=[O:8])[C:2]1[CH:7]=[CH:6][CH:5]=[CH:4][CH:3]=1.[C:23]1([NH2:33])[C:32]2[C:27](=[CH:28][CH:29]=[CH:30][CH:31]=2)[CH:26]=[CH:25][CH:24]=1>C1(C)C=CC=CC=1.Cl[Ti](Cl)(Cl)Cl>[C:1]([C:9]1[CH:10]=[N:11][C:12](=[N:33][C:23]2[C:32]3[C:27](=[CH:28][CH:29]=[CH:30][CH:31]=3)[CH:26]=[CH:25][CH:24]=2)[C:13](=[N:33][C:23]2[C:32]3[C:27](=[CH:28][CH:29]=[CH:30][CH:31]=3)[CH:26]=[CH:25][CH:24]=2)[C:14]=1[C:1](=[O:8])[C:2]1[CH:7]=[CH:6][CH:5]=[CH:4][CH:3]=1)(=[O:8])[C:2]1[CH:7]=[CH:6][CH:5]=[CH:4][CH:3]=1. Solvent: C1(=CC=CC=C1)C (toluene), C1(=CC=CC=C1)C (toluene). Conditions: time 1 hour. Reagents/catalysts: Cl[Ti](Cl)(Cl)Cl (TiCl4). Product: C(C1=CC=CC=C1)(=O)C1=C(C(C(N=C1)=NC1=CC=CC2=CC=CC=C12)=NC1=CC=CC2=CC=CC=C12)C(C1=CC=CC=C1)=O (Dibenzoylbis(1-naphthylimino)pyridine). Reactants: ClC1=C(C(=CC=C1)Cl)NC=1C(C=O)=CC=CC1 (N-(2,6-dichlorophenyl)anthranilaldehyde), [H-].[Na+] (sodium hydride), CSCS(C)=O (formaldehyde dimethyl mercaptal S-oxide), [H-].[Na+] (sodium hydride), C(C1=CC=CC=C1)Br (benzyl bromide). Run in CN(C=O)C (DMF), CN(C=O)C (dimethylformamide). Reaction conditions: temperature 25 celsius, time 1 hour. Product: C(C1=CC=CC=C1)N(C1=C(C=CC=C1Cl)Cl)C1=C(C=CC=C1)C=C(SC)S(=O)C (1-[N-benzyl-o-(2,6-dichloroanilino)phenyl]2-methylsulfinyl-2-methylthioethylene). Yield: 91.1%. As a reaction SMILES: [H-].[Na+].[Cl:3][C:4]1[CH:9]=[CH:8][CH:7]=[C:6]([Cl:10])[C:5]=1[NH:11][C:12]1[C:13](=[CH:16][CH:17]=[CH:18][CH:19]=1)[CH:14]=O.[CH2:20](Br)[C:21]1[CH:26]=[CH:25][CH:24]=[CH:23][CH:22]=1.[CH3:28][S:29][CH2:30][S:31](=[O:33])[CH3:32]>CN(C)C=O>[CH2:20]([N:11]([C:12]1[CH:19]=[CH:18][CH:17]=[CH:16][C:13]=1[CH:14]=[C:30]([S:31]([CH3:32])=[O:33])[S:29][CH3:28])[C:5]1[C:4]([Cl:3])=[CH:9][CH:8]=[CH:7][C:6]=1[Cl:10])[C:21]1[CH:26]=[CH:25][CH:24]=[CH:23][CH:22]=1 |f:0.1|. Procedure details: In 133 g of dimethylformamide (DMF), 22 g of sodium hydride (55%; oil dispersion) was dispersed and the dispersion was cooled to lower than 25° C., and a solution of 133 g of N-(2,6-dichlorophenyl)anthranilaldehyde in 266 g of DMF was added dropwise during 30 minutes to the dispersion and then 85.5 g of benzyl bromide was added dropwise during 30 minutes and the mixture was stirred at 20° C. for 1 hour and 22 g of sodium hydride (55%; oil dispersion) was added and then, 62 g of formaldehyde dime...